From a dataset of the Open Reaction Database (ORD), a public repository of structured organic reaction records. describe an organic reaction: reactants, conditions, products, and yield Product: O=C1OC(Cn2ccnn2)CN1c1ccc(-c2ccc(C3=NOC(COS(=O)(=O)O)C3)nc2)c(F)c1. Reactants: CS(C)=O, O=C1OC(Cn2ccnn2)CN1c1ccc(-c2ccc(C3=NOC(CO)C3)nc2)c(F)c1, O=S(=O)=O, c1ccncc1, c1ccncc1. Reaction SMILES: [CH3:49][S:50]([CH3:51])=[O:52].[F:1][c:2]1[cH:3][c:4]([N:21]2[C:22](=[O:32])[O:23][CH:24]([CH2:26][n:27]3[n:28][n:29][cH:30][cH:31]3)[CH2:25]2)[cH:5][cH:6][c:7]1-[c:8]1[cH:9][n:10][c:11]([C:14]2=[N:15][O:16][CH:17]([CH2:19][OH:20])[CH2:18]2)[cH:12][cH:13]1.[S:39](=[O:40])(=[O:41])=[O:42].[cH:43]1[cH:44][cH:45][n:46][cH:47][cH:48]1.[n:33]1[cH:34][cH:35][cH:36][cH:37][cH:38]1>>[F:1][c:2]1[cH:3][c:4]([N:21]2[C:22](=[O:32])[O:23][CH:24]([CH2:26][n:27]3[n:28][n:29][cH:30][cH:31]3)[CH2:25]2)[cH:5][cH:6][c:7]1-[c:8]1[cH:9][n:10][c:11]([C:14]2=[N:15][O:16][CH:17]([CH2:19][O:20][S:39](=[O:40])(=[O:41])[OH:42])[CH2:18]2)[cH:12][cH:13]1. Reactants: BrCC1CCC1, I, [Mg], C1CCOC1, CSc1ccc(C(=O)c2cc3cc(F)cnc3n2S(=O)(=O)c2ccccc2)cc1. The product is CSc1ccc(C(O)(CC2CCC2)c2cc3cc(F)cnc3n2S(=O)(=O)c2ccccc2)cc1. RXN SMILES: [Br:3][CH2:4][CH:5]1[CH2:6][CH2:7][CH2:8]1.[I:2].[Mg:1].[O:38]1[CH2:39][CH2:40][CH2:41][CH2:42]1.[c:9]1([S:15](=[O:16])(=[O:17])[n:18]2[c:19]([C:28](=[O:29])[c:30]3[cH:31][cH:32][c:33]([S:36][CH3:37])[cH:34][cH:35]3)[cH:20][c:21]3[c:22]2[n:23][cH:24][c:25]([F:27])[cH:26]3)[cH:10][cH:11][cH:12][cH:13][cH:14]1>>[CH2:4]([CH:5]1[CH2:6][CH2:7][CH2:8]1)[C:28]([c:19]1[n:18]([S:15]([c:9]2[cH:10][cH:11][cH:12][cH:13][cH:14]2)(=[O:16])=[O:17])[c:22]2[c:21]([cH:20]1)[cH:26][c:25]([F:27])[cH:24][n:23]2)([OH:29])[c:30]1[cH:31][cH:32][c:33]([S:36][CH3:37])[cH:34][cH:35]1. Starting materials: C(C1=CC=CC=C1)(=O)C=1NC=CC1 (2-benzoylpyrrole), ClC(C(=O)OCC)C(=O)OCC (diethyl chloromalonate). Reagents/catalysts: O.O.C(C)(=O)[O-].[Mn+3].C(C)(=O)[O-].C(C)(=O)[O-] (manganese(III) acetate dihydrate). Run in C(C)OCC (diethyl ether), C(C)(=O)O (acetic acid). Conditions: temperature 80 celsius, time 4 hour. Product: C(C1=CC=CC=C1)(=O)C1=CC=C(N1)CC(=O)OC(C(=O)OCC)C(=O)OCC (diethyl (5-benzoylpyrrol-2-yl)acetoxymethane-dicarboxylate). Yield: 150.8%. RXN SMILES: [C:1]([C:9]1[NH:10][CH:11]=[CH:12][CH:13]=1)(=[O:8])[C:2]1[CH:7]=[CH:6][CH:5]=[CH:4][CH:3]=1.Cl[CH:15]([C:21]([O:23][CH2:24][CH3:25])=[O:22])[C:16]([O:18][CH2:19][CH3:20])=[O:17]>C(O)(=O)C.C(OCC)C.O.O.C([O-])(=O)C.[Mn+3].C([O-])(=O)C.C([O-])(=O)C>[C:1]([C:9]1[NH:10][C:11]([CH2:15][C:16]([O:18][CH:15]([C:21]([O:23][CH2:24][CH3:25])=[O:22])[C:16]([O:18][CH2:19][CH3:20])=[O:17])=[O:17])=[CH:12][CH:13]=1)(=[O:8])[C:2]1[CH:3]=[CH:4][CH:5]=[CH:6][CH:7]=1 |f:4.5.6.7.8.9|. Procedure details: A mixture of 2-benzoylpyrrole (855 mg, 5 mmol), diethyl chloromalonate (973 mg, 5 mmol) and manganese(III) acetate dihydrate (4560 mg, 15 mmol) in acetic acid (30 mL) was stirred at 80° C. for four hours. The reaction was cooled to room temperature, diluted with diethyl ether and filtered. The filtrate was washed with 10% aqueous sodium hydroxide and saturated aqueous sodium chloride, dried (Na2SO4), and concentrated under reduced pressure. The residue was purified by column chromatography on si... Product: CCOc1nccc2c1C(c1ccc(C#N)cc1OC)C(C(=O)OCCC#N)=C(C)N2. Reaction SMILES: [C:1](#[N:2])[c:3]1[cH:4][c:5]([O:28][CH3:29])[c:6]([CH:9]2[C:10]([C:21](=[O:22])[O:23][CH2:24][CH2:25][C:26]#[N:27])=[C:11]([CH3:20])[NH:12][c:13]3[cH:14][cH:15][nH:16][c:17](=[O:19])[c:18]32)[cH:7][cH:8]1.[CH:35]([O:36][CH2:39][CH3:40])([O:41][CH2:42][CH3:43])[O:44][CH2:37][CH3:38].[S:30](=[O:31])(=[O:32])([OH:33])[OH:34]>>[C:1](#[N:2])[c:3]1[cH:4][c:5]([O:28][CH3:29])[c:6]([CH:9]2[C:10]([C:21](=[O:22])[O:23][CH2:24][CH2:25][C:26]#[N:27])=[C:11]([CH3:20])[NH:12][c:13]3[cH:14][cH:15][n:16][c:17]([O:19][CH2:37][CH3:38])[c:18]32)[cH:7][cH:8]1. Reactants: COc1cc(C#N)ccc1C1C(C(=O)OCCC#N)=C(C)Nc2cc[nH]c(=O)c21, CCOC(OCC)OCC, O=S(=O)(O)O. Yields the product CON(C([C@H](CC)NC(OC(C)(C)C)=O)=O)C ((S)-tert-Butyl 1-(methoxy(methyl)amino)-1-oxobutan-2-ylcarbamate). Reactants: CON(C([C@H](CCC)NC(OC(C)(C)C)=O)=O)C ((S)-tert-butyl 1-(methoxy(methyl)amino)-1-oxopentan-2-ylcarbamate), C(C)(C)(C)OC(=O)N[C@H](C(=O)O)CC ((2S)-2-[(tert-butoxycarbonyl)amino]butanoic acid). Reported procedure: was synthesised in the same way as (91d) from commercially available (2S)-2-[(tert-butoxycarbonyl)amino]butanoic acid (0.935 g, 4.60 mmol). As a reaction SMILES: [CH3:1][O:2][N:3]([CH3:18])[C:4](=[O:17])[C@@H:5]([NH:9][C:10](=[O:16])[O:11][C:12]([CH3:15])([CH3:14])[CH3:13])[CH2:6][CH2:7]C.C(OC(N[C@@H](CC)C(O)=O)=O)(C)(C)C>>[CH3:1][O:2][N:3]([CH3:18])[C:4](=[O:17])[C@@H:5]([NH:9][C:10](=[O:16])[O:11][C:12]([CH3:13])([CH3:15])[CH3:14])[CH2:6][CH3:7].